Dataset: the Open Reaction Database (ORD), a public repository of structured organic reaction records. Task: describe an organic reaction: reactants, conditions, products, and yield Starting materials: C(C1=CC=CC=C1)OC1=CC=C(C(C(=O)OC)=C1)O (methyl 5-benzyloxysalicylate), C(C1=CC=CC=C1)OC1=CC=C(C(C(=O)OC)=C1)O (methyl 5-benzyloxysalicylate), C([O-])([O-])=O.[K+].[K+] (potassium carbonate), C(C1=CC=CC=C1)Cl (benzyl chloride), [OH-].[Na+] (sodium hydroxide). The solvent is S1(=O)(=O)CCCC1 (sulpholane), O (water). The product is C(C1=CC=CC=C1)OC1=C(C(=O)O)C=C(C=C1)OCC1=CC=CC=C1 (2,5-dibenzyloxybenzoic acid). Isolated yield 68.8%. As a reaction SMILES: [CH2:1]([O:8][C:9]1[CH:18]=[C:13]([C:14]([O:16]C)=[O:15])[C:12]([OH:19])=[CH:11][CH:10]=1)[C:2]1[CH:7]=[CH:6][CH:5]=[CH:4][CH:3]=1.C(=O)([O-])[O-].[K+].[K+].[CH2:26](Cl)[C:27]1[CH:32]=[CH:31][CH:30]=[CH:29][CH:28]=1.[OH-].[Na+]>S1(CCCC1)(=O)=O.O>[CH2:26]([O:19][C:12]1[CH:11]=[CH:10][C:9]([O:8][CH2:1][C:2]2[CH:7]=[CH:6][CH:5]=[CH:4][CH:3]=2)=[CH:18][C:13]=1[C:14]([OH:16])=[O:15])[C:27]1[CH:32]=[CH:31][CH:30]=[CH:29][CH:28]=1 |f:1.2.3,5.6|. Reported procedure: A mixture of methyl gentisate (16.8 g) and anhydrous potassium carbonate (7.0 g) in dry sulpholane (150 ml) was treated, with stirring, with benzyl chloride (12.7 g), and the mixture was stirred and heated at 100° C. for 4 hours. The mixture was then poured into water (800 ml) and the separated solid was filtered off and recrystallized from ethanol (with the aid of charcoal) to give methyl 5-benzyloxysalicylate (10.7 g), m.p. 108°-112° C. This ester (9.2 g) was heated at 150° C. for 3 hours with... Starting materials: C1=NC=CC=2N(C=3C=CC=CC3C21)C2=C(C(=O)OC)C=CC=C2 (methyl 2-pyrido[4,3-b]indol-5-ylbenzoate). The solvent is C(C)(=O)O (acetic acid), S(O)(O)(=O)=O (sulfuric acid). Product: C1=CN=CC2=C1N1C3=CC=CC=C3C(C=3C=CC=C2C13)=O (3,12b-Diazabenzo[a]aceanthrylen-8-one). Reaction SMILES: [CH:1]1[C:13]2[C:12]3[CH:11]=[CH:10][CH:9]=[CH:8][C:7]=3[N:6]([C:14]3[CH:23]=[CH:22][CH:21]=[CH:20][C:15]=3[C:16](OC)=[O:17])[C:5]=2[CH:4]=[CH:3][N:2]=1>C(O)(=O)C.S(=O)(=O)(O)O>[CH:4]1[C:5]2[N:6]3[C:7]4[C:12]([C:13]=2[CH:1]=[N:2][CH:3]=1)=[CH:11][CH:10]=[CH:9][C:8]=4[C:16](=[O:17])[C:15]1[C:14]3=[CH:23][CH:22]=[CH:21][CH:20]=1. Reported procedure: 15.1 g (50 mmol) of methyl 2-pyrido[4,3-b]indol-5-ylbenzoate are suspended in a mixture of 200 ml of glacial acetic acid and 5 ml of concentrated sulfuric acid. The suspension is heated under reflux for 5 h, the acetic acid is then removed in vacuo, and the residue is taken up in 500 ml of dichloromethane and neutralised using 1 N sodium hydroxide solution. The organic phase is separated off, dried over magnesium sulfate and evaporated in vacuo. The residue is taken up in 30 ml of ethyl acetate,... Starting materials: FC(C(C(C(C(C(C(C(F)(F)F)(F)F)(F)F)(F)F)(F)F)(F)F)(F)F)(S(=O)(=O)F)F (perfluoro-1-octanesulfonyl fluoride), ( B ), N(=[N+]=[N-])C[C@H]1CN(C[C@@H]1O)C(=O)OCC1=CC=CC=C1 ((3R,4R)-3-Azidomethyl-1-benzyloxycarbonyl-4-hydroxypyrrolidine), N12CCCCCC2=NCCC1 (1,8-diazabicyclo[5.4.0]undec-7-ene). Run in C1(=CC=CC=C1)C (toluene). Conditions: time 1 hour. Yields the product N(=[N+]=[N-])C[C@H]1CN(C[C@H]1F)C(=O)OCC1=CC=CC=C1 ((3R,4S)-3-azidomethyl-1-benzyloxycarbonyl-4-fluoropyrrolidine). As a reaction SMILES: [N:1]([CH2:4][C@@H:5]1[C@@H:9](O)[CH2:8][N:7]([C:11]([O:13][CH2:14][C:15]2[CH:20]=[CH:19][CH:18]=[CH:17][CH:16]=2)=[O:12])[CH2:6]1)=[N+:2]=[N-:3].N12CCCN=C1CCCCC2.[F:32]C(F)(S(F)(=O)=O)C(F)(F)C(F)(F)C(F)(F)C(F)(F)C(F)(F)C(F)(F)C(F)(F)F>C1(C)C=CC=CC=1>[N:1]([CH2:4][C@@H:5]1[C@H:9]([F:32])[CH2:8][N:7]([C:11]([O:13][CH2:14][C:15]2[CH:20]=[CH:19][CH:18]=[CH:17][CH:16]=2)=[O:12])[CH2:6]1)=[N+:2]=[N-:3]. Reported procedure: Process (B): (3R,4R)-3-Azidomethyl-1-benzyloxycarbonyl-4-hydroxypyrrolidine (1.79 g) was dissolved in toluene (56 mL). While this solution was cooled on an ice bath, 1,8-diazabicyclo[5.4.0]undec-7-ene (2.03 mL) was added. This was followed by dropwise addition of perfluoro-1-octanesulfonyl fluoride (2.80 mL) and stirring for another 1 hour. Insoluble materials were removed from the reaction mixture by filtration and were washed with toluene. The filtrate and the washing solution were combined an... Starting materials: CN1CCCC1=O (NMP), FC=1C=C(C=CC1)S(=O)(=O)N1[C@@H](CN(CC1)C1=C(C=C(C#N)C=C1)C(F)(F)F)C (4-{(3R)-4-[(3-fluorophenyl)sulfonyl]-3-methylpiperazin-1-yl}-3-(trifluoromethyl)benzonitrile), N1N=CN=C1 (1,2,4-triazole), C(=O)([O-])[O-].[K+].[K+] (K2CO3). The reagents and catalysts are [Cu]I (CuI). The solvent is ClCCl (dichloromethane). Conditions: temperature 166 celsius. Yields the product C[C@@H]1CN(CCN1S(=O)(=O)C1=CC(=CC=C1)N1N=CN=C1)C1=C(C=C(C#N)C=C1)C(F)(F)F (4-((3R)-3-methyl-4-{[3-(1H-1,2,4-triazol-1-yl)phenyl]sulfonyl}piperazin-1-yl)-3-(trifluoromethyl)benzonitrile), solid. The yield is 45.3%. RXN SMILES: F[C:2]1[CH:3]=[C:4]([S:8]([N:11]2[CH2:16][CH2:15][N:14]([C:17]3[CH:24]=[CH:23][C:20]([C:21]#[N:22])=[CH:19][C:18]=3[C:25]([F:28])([F:27])[F:26])[CH2:13][C@H:12]2[CH3:29])(=[O:10])=[O:9])[CH:5]=[CH:6][CH:7]=1.[NH:30]1[CH:34]=[N:33][CH:32]=[N:31]1.C([O-])([O-])=O.[K+].[K+].CN1C(=O)CCC1>ClCCl.[Cu]I>[CH3:29][C@H:12]1[N:11]([S:8]([C:4]2[CH:5]=[CH:6][CH:7]=[C:2]([N:30]3[CH:34]=[N:33][CH:32]=[N:31]3)[CH:3]=2)(=[O:10])=[O:9])[CH2:16][CH2:15][N:14]([C:17]2[CH:24]=[CH:23][C:20]([C:21]#[N:22])=[CH:19][C:18]=2[C:25]([F:27])([F:28])[F:26])[CH2:13]1 |f:2.3.4|. Reported procedure: A mixture of 4-{(3R)-4-[(3-fluorophenyl)sulfonyl]-3-methylpiperazin-1-yl}-3-(trifluoromethyl)benzonitrile (349 mg, 0.82 mmol), 1,2,4-triazole (112.6 mg, 1.64 mmol), K2CO3 (226.7 mg, 1.64 mmol), and CuI (15.6 mg, 0.082 mmol) were charged to a microwave vial. NMP (3 mL) was introduced under nitrogen atmosphere and the reaction mixture was heated at 166° C. for 3 hr in an oil bath. Reaction was complete as determined by TLC. Reaction mixtures was diluted with dichloromethane, washed with water, sat... Reactants: C1(=CC=CC=C1)\C=C/C(=O)OC ((z)-3-phenylpropenoic acid, methyl ester), O.[OH-].[Li+] (lithium hydroxide hydrate). The solvent is O1CCCC1 (tetrahydrofuran). Reaction conditions: time 20 hour. Product: C1(=CC=CC=C1)\C=C/C(=O)O ((z)-3-phenylpropenoic acid). Isolated yield 68.9%. As a reaction SMILES: [C:1]1(/[CH:7]=[CH:8]\[C:9]([O:11]C)=[O:10])[CH:6]=[CH:5][CH:4]=[CH:3][CH:2]=1.O.[OH-].[Li+]>O1CCCC1>[C:1]1(/[CH:7]=[CH:8]\[C:9]([OH:11])=[O:10])[CH:6]=[CH:5][CH:4]=[CH:3][CH:2]=1 |f:1.2.3|. Procedure: A solution of (z)-3-phenylpropenoic acid, methyl ester (0.8 g, 4.9 mmol) in 20% aqueous tetrahydrofuran (5 mL) was treated with lithium hydroxide hydrate (0.42 g, 9.9 mmol) and the reaction mixture was stirred under argon at room temperature for 20 hours. It was concentrated in vacuo, diluted with water (50 mL) and extracted with dichloromethane (2×50 mL). The organic extracts were discarded and the aqueous layer was acidified to pH~3 with 1N hydrochloric acid and extracted with dichloromethane ... Reactants: ClN1C(CCC1=O)=O (N-chlorosuccinimide), CC1=NC=C(C=NO)C=C1 (6-methylnicotinaldehyde oxime), ClN1C(CCC1=O)=O (N-chlorosuccinimide). Run in CCOC(=O)C (EtOAc), CN(C)C=O (DMF). Product: ON=C(C1=CN=C(C=C1)C)Cl (N-hydroxy-6-methylnicotinimidoyl chloride). As a reaction SMILES: [CH3:1][C:2]1[CH:10]=[CH:9][C:5]([CH:6]=[N:7][OH:8])=[CH:4][N:3]=1.[Cl:11]N1C(=O)CCC1=O>CN(C=O)C.CCOC(C)=O>[OH:8][N:7]=[C:6]([Cl:11])[C:5]1[CH:9]=[CH:10][C:2]([CH3:1])=[N:3][CH:4]=1. Procedure: To a stirring mixture of 6-methylnicotinaldehyde oxime (500 mg, 3.67 mmol) in 4 mL DMF at room temperature, was added N-chlorosuccinimide (490 mg, 3.67 mmol) in roughly one tenth portions over 5 min. Additional N-chlorosuccinimide (175 mg, 1.31 mmol) was added after about 4 h. After a total of 6 h, the reaction mixture was diluted with EtOAc, washed with water, saturated aqueous NaCl, dried (Na2SO4) and filtered. The filtrate was passed through a short silica gel column eluted with EtOAc. The el... Reactants: CC(C)(C)OC(=O)Nc1sc(-c2c(F)cccc2F)nc1C(=O)O, O=C(NC1CCCN(c2c([N+](=O)[O-])cnn2C2CC2)CC1)C(F)(F)F. The product is CC(C)(C)OC(=O)Nc1sc(-c2c(F)cccc2F)nc1C(=O)Nc1cnn(C2CC2)c1N1CCCC(NC(=O)C(F)(F)F)CC1. Reaction SMILES: [C:26]([CH3:27])([CH3:28])([CH3:29])[O:30][C:31](=[O:32])[NH:33][c:34]1[c:35]([C:47](=[O:48])[OH:49])[n:36][c:37](-[c:39]2[c:40]([F:46])[cH:41][cH:42][cH:43][c:44]2[F:45])[s:38]1.[CH:1]1([n:4]2[n:5][cH:6][c:7]([N+:23]([O-:24])=[O:25])[c:8]2[N:9]2[CH2:10][CH2:11][CH:12]([NH:16][C:17]([C:18]([F:19])([F:20])[F:21])=[O:22])[CH2:13][CH2:14][CH2:15]2)[CH2:2][CH2:3]1>>[CH:1]1([n:4]2[n:5][cH:6][c:7]([NH:23][C:47]([c:35]3[c:34]([NH:33][C:31]([O:30][C:26]([CH3:27])([CH3:28])[CH3:29])=[O:32])[s:38][c:37](-[c:39]4[c:40]([F:46])[cH:41][cH:42][cH:43][c:44]4[F:45])[n:36]3)=[O:48])[c:8]2[N:9]2[CH2:10][CH2:11][CH:12]([NH:16][C:17]([C:18]([F:19])([F:20])[F:21])=[O:22])[CH2:13][CH2:14][CH2:15]2)[CH2:2][CH2:3]1. The reactants are ClN1C(CCC1=O)=O (N-chlorosuccinimide), CSC (dimethyl sulfide), CC(=CCO)CCC=C(CCC=C(CC)C)C (3,7,11-trimethyl-2,6,10-tridecatrien-1-ol). Run in ClCCl (dichloromethane), ClCCl (dichloromethane). Conditions: temperature 0 celsius, time 10 minute. Yields the product ClCC=C(CCC=C(CCC=C(C)C)C)C (1-Chloro-3,7,11-trimethyl-2,6,10-dodecatriene). Yield: 84.8%. RXN SMILES: [Cl:1]N1C(=O)CCC1=O.CSC.[CH3:12][C:13]([CH2:17][CH2:18][CH:19]=[C:20]([CH3:28])[CH2:21][CH2:22][CH:23]=[C:24]([CH3:27])[CH2:25][CH3:26])=[CH:14]CO>ClCCl>[Cl:1][CH2:26][CH:25]=[C:24]([CH3:27])[CH2:23][CH2:22][CH:21]=[C:20]([CH3:28])[CH2:19][CH2:18][CH:17]=[C:13]([CH3:14])[CH3:12]. Procedure details: (Note all temperatures indicated are for the contents of the reaction flask). To a stirred solution of 299 mg (2.24 mmol) of N-chlorosuccinimide in 15 mL of dichloromethane at -30° C. under argon was added 0.18 mL (2.45 mmol) of distilled dimethyl sulfide over 5 minutes. After 10 minutes at -30° C., the reaction was allowed to warm to 0° C. for 10 minutes, followed by cooling to -40° C. A solution of 441.4 mg (1.99 mmol) of 3,7,11-trimethyl-2,6,10-tridecatrien-1-ol in 5 mL of dichloromethane was... Starting materials: O=C1N(C(SC1)=S)C1CC(CCC1)C(=O)O (3-(4-Oxo-2-thioxo-thiazolidin-3-yl)-cyclohexanecarboxylic acid), C(C)O (ethanol), FC(C=1C=C(C=CC1)C1=CC=C(O1)C=O)(F)F (5-(3-trifluoromethyl-phenyl)-furan-2-carbaldehyde), diethylenediamine diacetate. Solvent: CO (methanol), ClCCl (dichloromethane), [Cl-].[NH4+] (ammonium chloride). Conditions: time 65 hour. Product: FC(C=1C=C(C=CC1)C1=CC=C(O1)C=C1C(N(C(S1)=S)C1CC(CCC1)C(=O)O)=O)(F)F (3-{5-[1-[5-(3-trifluoromethyl-phenyl)-furan-2-yl]-methylidene]-4-oxo-2-thioxo-thiazolidin-3-yl}-cyclohexanecarboxylic acid). Yield: 73.7%. RXN SMILES: [O:1]=[C:2]1[CH2:6][S:5][C:4](=[S:7])[N:3]1[CH:8]1[CH2:13][CH2:12][CH2:11][CH:10]([C:14]([OH:16])=[O:15])[CH2:9]1.[F:17][C:18]([F:33])([F:32])[C:19]1[CH:20]=[C:21]([C:25]2[O:29][C:28]([CH:30]=O)=[CH:27][CH:26]=2)[CH:22]=[CH:23][CH:24]=1.C(O)C>CO.ClCCl.[Cl-].[NH4+]>[F:33][C:18]([F:17])([F:32])[C:19]1[CH:20]=[C:21]([C:25]2[O:29][C:28]([CH:30]=[C:6]3[S:5][C:4](=[S:7])[N:3]([CH:8]4[CH2:13][CH2:12][CH2:11][CH:10]([C:14]([OH:16])=[O:15])[CH2:9]4)[C:2]3=[O:1])=[CH:27][CH:26]=2)[CH:22]=[CH:23][CH:24]=1 |f:5.6|. Procedure details: 3-(4-Oxo-2-thioxo-thiazolidin-3-yl)-cyclohexanecarboxylic acid (80 mg, 0.31 mmol), 5-(3-trifluoromethyl-phenyl)-furan-2-carbaldehyde (79 mg, 0.33 mmol) (purchased from Aldrich Chemical Company), and diethylenediamine diacetate (59 mg, 0.33 mmol) were combined in a 20 mL vial with ethanol (5 mL) and stirred at room temperature for 65 h. The reaction mixture was diluted with 10% methanol in dichloromethane (200 mL) and aqueous ammonium chloride (20 mL) and stirred at room temperature for 15 minute...